From a dataset of the Open Reaction Database (ORD), a public repository of structured organic reaction records. describe an organic reaction: reactants, conditions, products, and yield The reactants are [OH-].[Na+] (NaOH), CC=1C=C(C2=C(OC(C3=C2CCCC3)(C)C)C1)O (7,8,9,10-tetrahydro-3,6,6-trimethyl-1-hydroxy-6H-dibenzo[b,d]pyran), C(Cl)C1CO1 (epichlorohydrin). Run in O (water), CS(=O)C (DMSO), O (water), CS(=O)C (DMSO), O (water). Yields the product CC=1C=C(C2=C(OC(C3=C2CCCC3)(C)C)C1)OCC1OC1 (7,8,9,10-tetrahydro-3,6,6-trimethyl-1-(oxiranylmethoxy)-6H-dibenzo[b,d]pyran). RXN SMILES: [OH-].[Na+].[CH3:3][C:4]1[CH:5]=[C:6]([OH:20])[C:7]2[C:12]3[CH2:13][CH2:14][CH2:15][CH2:16][C:11]=3[C:10]([CH3:18])([CH3:17])[O:9][C:8]=2[CH:19]=1.[CH2:21]([CH:23]1[O:25][CH2:24]1)Cl>CS(C)=O.O>[CH3:3][C:4]1[CH:5]=[C:6]([O:20][CH2:21][CH:23]2[CH2:24][O:25]2)[C:7]2[C:12]3[CH2:13][CH2:14][CH2:15][CH2:16][C:11]=3[C:10]([CH3:18])([CH3:17])[O:9][C:8]=2[CH:19]=1 |f:0.1|. Procedure details: To a stirred solution of NaOH (2.4 g, 0.06 m) in DMSO (125 ml) and water (125 ml) was added 7,8,9,10-tetrahydro-3,6,6-trimethyl-1-hydroxy-6H-dibenzo[b,d]pyran (13.1 g, 0.054 m) in DMSO (125 ml) and water (125 ml) and then epichlorohydrin (34.8 g, 0.376 m) and the mixture stirred for 5 hours, treated with water (0.5 L) and extracted with ether (3×300 ml). The combined ether extracts were dried over MgSO4 and evaporated to give 7,8,9,10-tetrahydro-3,6,6-trimethyl-1-(oxiranylmethoxy)-6H-dibenzo[b,d... Reactants: CCCCO, CN1CCCC1=O, CCN(C(C)C)C(C)C, Clc1nc(C2CCCCC2)c2ccccc2n1, Cl, NC1CCN(C(=O)Cc2ccc(OC(F)(F)F)cc2)C1, [Na+], O=C([O-])O. Yields the product O=C(Cc1ccc(OC(F)(F)F)cc1)N1CCC(Nc2nc(C3CCCCC3)c3ccccc3n2)C1. RXN SMILES: [CH2:53]([OH:54])[CH2:55][CH2:56][CH3:57].[CH3:58][N:59]1[CH2:60][CH2:61][CH2:62][C:63]1=[O:64].[CH:39]([N:40]([CH2:41][CH3:42])[CH:43]([CH3:44])[CH3:45])([CH3:46])[CH3:47].[Cl:1][c:2]1[n:3][c:4]2[cH:5][cH:6][cH:7][cH:8][c:9]2[c:10]([CH:12]2[CH2:13][CH2:14][CH2:15][CH2:16][CH2:17]2)[n:11]1.[ClH:18].[NH2:19][CH:20]1[CH2:21][N:22]([C:25]([CH2:26][c:27]2[cH:28][cH:29][c:30]([O:33][C:34]([F:35])([F:36])[F:37])[cH:31][cH:32]2)=[O:38])[CH2:23][CH2:24]1.[Na+:48].[OH:49][C:50](=[O:51])[O-:52]>>[c:2]1([NH:19][CH:20]2[CH2:21][N:22]([C:25]([CH2:26][c:27]3[cH:28][cH:29][c:30]([O:33][C:34]([F:35])([F:36])[F:37])[cH:31][cH:32]3)=[O:38])[CH2:23][CH2:24]2)[n:3][c:4]2[cH:5][cH:6][cH:7][cH:8][c:9]2[c:10]([CH:12]2[CH2:13][CH2:14][CH2:15][CH2:16][CH2:17]2)[n:11]1.